This data is from the Open Reaction Database (ORD), a public repository of structured organic reaction records. The task is: describe an organic reaction: reactants, conditions, products, and yield Yields the product CCOC1CC(C=C(C)C2OC(=O)C3CCCCN3C(=O)C(=O)C3(O)OC(C(OC)CC(C)CC(C)=CC(CC)C(=O)CCC2C)C(OC)CC3C)CCC1O. Reactants: CCC1C=C(C)CC(C)CC(OC)C2OC(O)(C(=O)C(=O)N3CCCCC3C(=O)OC(C(C)=CC3CCC(O)C(O)C3)C(C)CCC1=O)C(C)CC2OC, CC=[N+]=[N-]. Reaction SMILES: [CH2:1]([CH3:2])[CH:3]1[C:4](=[O:54])[CH2:5][CH2:6][CH:7]([CH3:53])[CH:8]([C:42](=[CH:43][CH:44]2[CH2:45][CH:46]([OH:51])[CH:47]([OH:50])[CH2:48][CH2:49]2)[CH3:52])[O:9][C:10](=[O:41])[CH:11]2[CH2:12][CH2:13][CH2:14][CH2:15][N:16]2[C:17](=[O:40])[C:18](=[O:39])[C:19]2([OH:38])[CH:20]([CH3:37])[CH2:21][CH:22]([O:35][CH3:36])[CH:23]([CH:24]([O:32][CH3:33])[CH2:25][CH:26]([CH3:31])[CH2:27][C:28]([CH3:30])=[CH:29]1)[O:34]2.[N+:55](=[N-:56])=[CH:57][CH3:58]>>[CH2:1]([CH3:2])[CH:3]1[C:4](=[O:54])[CH2:5][CH2:6][CH:7]([CH3:53])[CH:8]([C:42](=[CH:43][CH:44]2[CH2:45][CH:46]([O:51][CH2:57][CH3:58])[CH:47]([OH:50])[CH2:48][CH2:49]2)[CH3:52])[O:9][C:10](=[O:41])[CH:11]2[CH2:12][CH2:13][CH2:14][CH2:15][N:16]2[C:17](=[O:40])[C:18](=[O:39])[C:19]2([OH:38])[CH:20]([CH3:37])[CH2:21][CH:22]([O:35][CH3:36])[CH:23]([CH:24]([O:32][CH3:33])[CH2:25][CH:26]([CH3:31])[CH2:27][C:28]([CH3:30])=[CH:29]1)[O:34]2. Reactants: O=C1CCCCCN1, O=CCCCCC(=O)O, [H][H], N, O. Product: NCCCCCC(=O)O. Reaction SMILES: [C:1]1(=[O:8])[CH2:2][CH2:3][CH2:4][CH2:5][CH2:6][NH:7]1.[CH:9](=[O:10])[CH2:11][CH2:12][CH2:13][CH2:14][C:15]([OH:16])=[O:17].[H:19][H:20].[NH3:18].[OH2:21]>>[C:1]([CH2:2][CH2:3][CH2:4][CH2:5][CH2:6][NH2:7])([OH:8])=[O:10].